From a dataset of the Open Reaction Database (ORD), a public repository of structured organic reaction records. describe an organic reaction: reactants, conditions, products, and yield Reactants: C(CCC)[Li] (n-butyl lithium), ClC1=CC=C(C=C1)S(=O)(=O)CC1=C(C=CC(=C1)F)F (2-[(4-chlorophenyl)sulfonylmethyl]-1,4-difluorobenzene), [Cl-].[NH4+] (ammonium chloride), BrCC(=O)OC(C)(C)C (t-butyl bromoacetate). Solvent: C(OC)COC (dimethoxyethane), CCCCCC (hexane), CCCCCC.C(C)(=O)OCC (hexane ethyl acetate). Reaction conditions: time 3 hour. Product: ClC1=CC=C(C=C1)S(=O)(=O)C(CC(=O)OC(C)(C)C)C1=C(C=CC(=C1)F)F (t-Butyl 3-[(4-chlorophenyl)sulfonyl]-3-(2,5-difluorophenyl)propionate). RXN SMILES: C([Li])CCC.[Cl:6][C:7]1[CH:12]=[CH:11][C:10]([S:13]([CH2:16][C:17]2[CH:22]=[C:21]([F:23])[CH:20]=[CH:19][C:18]=2[F:24])(=[O:15])=[O:14])=[CH:9][CH:8]=1.Br[CH2:26][C:27]([O:29][C:30]([CH3:33])([CH3:32])[CH3:31])=[O:28].[Cl-].[NH4+]>CCCCCC.C(OCC)(=O)C.C(COC)OC.CCCCCC>[Cl:6][C:7]1[CH:12]=[CH:11][C:10]([S:13]([CH:16]([C:17]2[CH:22]=[C:21]([F:23])[CH:20]=[CH:19][C:18]=2[F:24])[CH2:26][C:27]([O:29][C:30]([CH3:33])([CH3:32])[CH3:31])=[O:28])(=[O:15])=[O:14])=[CH:9][CH:8]=1 |f:3.4,5.6|. Procedure details: Under an argon atmosphere and at −78° C., n-butyl lithium (a 1.57M hexane solution, 7.01 ml) was added dropwise to a dimethoxyethane solution (50 ml) of the 2-[(4-chlorophenyl)sulfonylmethyl]-1,4-difluorobenzene (3.03 g, 10.0 mmol) obtained in Example 5. The temperature of the reaction mixture was raised to room temperature. Then, the reaction mixture was cooled to −78° C. After the addition of t-butyl bromoacetate (1.48 ml, 10.0 mmol), the resulting mixture was stirred at room temperature for 3... The reactants are CC[O-], CCO, Cl, O=c1[nH]c(N[N+](=O)[O-])ncc1Cc1cccnc1, [Na+], NCCSCc1ccco1. Product: O=c1[nH]c(NCCSCc2ccco2)ncc1Cc1cccnc1. As a reaction SMILES: [CH3:31][CH2:32][O-:33].[CH3:34][CH2:35][OH:36].[ClH:19].[N+:1]([O-:2])(=[O:3])[NH:4][c:5]1[n:6][cH:7][c:8]([CH2:12][c:13]2[cH:14][n:15][cH:16][cH:17][cH:18]2)[c:9](=[O:11])[nH:10]1.[Na+:30].[o:20]1[cH:21][cH:22][cH:23][c:24]1[CH2:25][S:26][CH2:27][CH2:28][NH2:29]>>[NH:4]([c:5]1[n:6][cH:7][c:8]([CH2:12][c:13]2[cH:14][n:15][cH:16][cH:17][cH:18]2)[c:9](=[O:11])[nH:10]1)[CH2:28][CH2:27][S:26][CH2:25][c:24]1[o:20][cH:21][cH:22][cH:23]1. Starting materials: COC(=O)C(=O)c1ccc(OCCOc2ccc(OC)cc2)cc1, CO, [Na+], [OH-]. Product: COc1ccc(OCCOc2ccc(C(=O)C(=O)O)cc2)cc1. As a reaction SMILES: [CH3:1][O:2][C:3]([C:4]([c:5]1[cH:6][cH:7][c:8]([O:11][CH2:12][CH2:13][O:14][c:15]2[cH:16][cH:17][c:18]([O:21][CH3:22])[cH:19][cH:20]2)[cH:9][cH:10]1)=[O:23])=[O:24].[CH3:25][OH:26].[Na+:28].[OH-:27]>>[O:2]=[C:3]([C:4]([c:5]1[cH:6][cH:7][c:8]([O:11][CH2:12][CH2:13][O:14][c:15]2[cH:16][cH:17][c:18]([O:21][CH3:22])[cH:19][cH:20]2)[cH:9][cH:10]1)=[O:23])[OH:24]. Starting materials: C(C)(=O)Cl (Acetyl chloride), C(C)(C)(C)C=1C=C2NN=C(N2N1)C1=C(C(=C(C=C1C)C)[N+](=O)[O-])C (6-t-Butyl-3-(2,4,6-trimethyl-3-nitrophenyl)-1H-pyrazolo-[3,2-c]-s-triazole), ice, CO (methanol). The solvent is C1CCOC1 (THF), N1=CC=CC=C1 (pyridine). Reaction conditions: time 2 hour. Product: C(C)(=O)N1N=C(N2C1=CC(=N2)C(C)(C)C)C2=C(C(=C(C=C2C)C)[N+](=O)[O-])C (1-Acetyl-6-t-butyl-3-(2,4,6-trimethyl-3-nitrophenyl)-1H-pyrazolo[3,2-c]-s-triazole). Isolated yield 100.1%. Reaction SMILES: [C:1](Cl)(=[O:3])[CH3:2].[C:5]([C:9]1[CH:10]=[C:11]2[N:15]([N:16]=1)[C:14]([C:17]1[C:22]([CH3:23])=[CH:21][C:20]([CH3:24])=[C:19]([N+:25]([O-:27])=[O:26])[C:18]=1[CH3:28])=[N:13][NH:12]2)([CH3:8])([CH3:7])[CH3:6].CO>C1COCC1.N1C=CC=CC=1>[C:1]([N:12]1[C:11]2=[CH:10][C:9]([C:5]([CH3:8])([CH3:7])[CH3:6])=[N:16][N:15]2[C:14]([C:17]2[C:22]([CH3:23])=[CH:21][C:20]([CH3:24])=[C:19]([N+:25]([O-:27])=[O:26])[C:18]=2[CH3:28])=[N:13]1)(=[O:3])[CH3:2]. Procedure: Acetyl chloride (12 g, 154 mmole) in THF (80 ml) was added dropwise to a stirred solution of Coupler 1 (22.5 g, 65.2 mmole) in pyridine (110 ml) keeping the temperature below 15° C. The reaction mixture was stirred for a further 2 hours and then added slowly to ice cold water (2000 ml) and methanol (200 ml). After 30 minutes the solid was collected, washed with water, and dried to give the product 24.1 g (100%) m.p. 169°-171° C. Reactants: ClC1=CC=C(N)C=C1 (4-chloroaniline), CC(C(=O)OCC)C(C)=O (ethyl 2-methyl-3-oxobutanoate). Product: ClC=1C=C2C(=C(C(=NC2=CC1)C)C)O (6-chloro-2,3-dimethylquinolin-4-ol). Reaction SMILES: [Cl:1][C:2]1[CH:8]=[CH:7][C:5]([NH2:6])=[CH:4][CH:3]=1.[CH3:9][CH:10]([C:16](=O)[CH3:17])[C:11](OCC)=[O:12]>>[Cl:1][C:2]1[CH:8]=[C:7]2[C:5](=[CH:4][CH:3]=1)[N:6]=[C:16]([CH3:17])[C:10]([CH3:9])=[C:11]2[OH:12]. Procedure: Prepared according to procedure R using 4-chloroaniline (2 g, 15.68 mmol) and ethyl 2-methyl-3-oxobutanoate (4.53 mL, 31.36 mol) to give 6-chloro-2,3-dimethylquinolin-4-ol as a white solid: Mass Spectrum (ESI) m/e=208.0 (M+1). Reactants: ClCCCN1N=NC2=C1C=CC=C2 (1-(3-chloropropyl)-1H-benzotriazole), FC1=CC2=C(C(=NO2)N2CCNCC2)C=C1 (6-fluoro-3-(piperazine-1-yl)benzisoxazole), C(C)(C)N(CC)C(C)C (diisopropylethylamine), [I-].[K+] (potassium iodide). Run in C(C)#N (acetonitrile). Product: FC1=CC2=C(C(=NO2)N2CCN(CC2)CCCN2N=NC3=C2C=CC=C3)C=C1 (6-fluoro-3-(4-(3-(1H-benzotriazole-1-yl)propyl)piperazine-1-yl)benzisoxazole). Isolated yield 69.2%. As a reaction SMILES: Cl[CH2:2][CH2:3][CH2:4][N:5]1[C:9]2[CH:10]=[CH:11][CH:12]=[CH:13][C:8]=2[N:7]=[N:6]1.[F:14][C:15]1[CH:29]=[CH:28][C:18]2[C:19]([N:22]3[CH2:27][CH2:26][NH:25][CH2:24][CH2:23]3)=[N:20][O:21][C:17]=2[CH:16]=1.C(N(C(C)C)CC)(C)C.[I-].[K+]>C(#N)C>[F:14][C:15]1[CH:29]=[CH:28][C:18]2[C:19]([N:22]3[CH2:27][CH2:26][N:25]([CH2:2][CH2:3][CH2:4][N:5]4[C:9]5[CH:10]=[CH:11][CH:12]=[CH:13][C:8]=5[N:7]=[N:6]4)[CH2:24][CH2:23]3)=[N:20][O:21][C:17]=2[CH:16]=1 |f:3.4|. Reported procedure: 1-(3-chloropropyl)-1H-benzotriazole (7.02 g, 0.036 mol) was dissolved into 100 ml of acetonitrile, 6-fluoro-3-(piperazine-1-yl)benzisoxazole (6.6 g, 0.03 mol), diisopropylethylamine (15.5 g, 0.12 mol) and potassium iodide (5.0 g, 0.03 mol) were respectively added. The mixture was stirred and mixed, then heated and refluxed to react for 15 hours. The mixture was cooled down to ambient temperature and filtered. The filtrate was concentrated to produce oily products, and treated by chromatography w... Starting materials: C(C)(=O)C=1C(NC2=C(C=CC(=C2C1C)OS(=O)(=O)O)C1=CC=CC=C1)=O (3-Acetyl-4-methylsulfoxy-8-phenyl-2-quinolinone), CC(CN)C1=CC=CC=C1 (β-methylphenethylamine). Product: C(C)(=O)C=1C(NC2=C(C=CC=C2C1NCC(C1=CC=CC=C1)C)C1=CC=CC=C1)=O (3-Acetyl-4-(β-methylphenethylamino)-8-phenyl-2-quinolinone). The yield is 83.0%. Reaction SMILES: [C:1]([C:4]1[C:5](=[O:26])[NH:6][C:7]2[C:12]([C:13]=1C)=[C:11](OS(O)(=O)=O)[CH:10]=[CH:9][C:8]=2[C:20]1[CH:25]=[CH:24][CH:23]=[CH:22][CH:21]=1)(=[O:3])[CH3:2].[CH3:27][CH:28]([C:31]1[CH:36]=[CH:35][CH:34]=[CH:33][CH:32]=1)[CH2:29][NH2:30]>>[C:1]([C:4]1[C:5](=[O:26])[NH:6][C:7]2[C:12]([C:13]=1[NH:30][CH2:29][CH:28]([CH3:27])[C:31]1[CH:36]=[CH:35][CH:34]=[CH:33][CH:32]=1)=[CH:11][CH:10]=[CH:9][C:8]=2[C:20]1[CH:21]=[CH:22][CH:23]=[CH:24][CH:25]=1)(=[O:3])[CH3:2]. Reported procedure: 3-Acetyl-4-methylsulfoxy-8-phenyl-2-quinolinone (3.25g, 0.01 mol) and β-methylphenethylamine (1.35g, 0.01 mol) were used, but the reaction was carried out as the above process of example 37 to obtain the desired product (3.29g, yield: 83%). Starting materials: CO (methanol), Cl (hydrochloric acid), Cl.Cl.C(C1=CC=CC=C1)NC(=N)NC(=N)NCCCCCCCCC (N1-benzyl-N5-nonyl-biguanide dihydrochloride), CC(=O)C (acetone). The product is C(C)(=O)O.CC1(N=C(NC(=N1)NCC1=CC=CC=C1)NCCCCCCCCC)C (3,6-Dihydro-6,6-dimethyl-4-nonylamino-2-benzylamino-1,3,5-triazine acetate). As a reaction SMILES: C[OH:2].Cl.Cl.Cl.[CH2:6]([NH:13][C:14]([NH:16][C:17]([NH:19][CH2:20][CH2:21][CH2:22][CH2:23][CH2:24][CH2:25][CH2:26][CH2:27][CH3:28])=[NH:18])=[NH:15])[C:7]1[CH:12]=[CH:11][CH:10]=[CH:9][CH:8]=1.[CH3:29][C:30]([CH3:32])=[O:31]>>[C:30]([OH:2])(=[O:31])[CH3:32].[CH3:29][C:30]1([CH3:32])[N:15]=[C:14]([NH:13][CH2:6][C:7]2[CH:8]=[CH:9][CH:10]=[CH:11][CH:12]=2)[NH:16][C:17]([NH:19][CH2:20][CH2:21][CH2:22][CH2:23][CH2:24][CH2:25][CH2:26][CH2:27][CH3:28])=[N:18]1 |f:2.3.4,6.7|. Procedure: 300 ml of methanol, 250 ml of acetone and 1.2 ml of concentrated hydrochloric acid were added to 18.2 g (46.6 mmol) of N1-benzyl-N5-nonyl-biguanide dihydrochloride. The mixture was refluxed for 22 hours, and the solvent was distilled off under reduced pressure. The residue was dissolved in 300 ml of ethanol, and to the solution were added 200 ml of water and 18 ml of 5N aqueous sodium hydroxide. The mixture was refluxed for 1.5 hours, concentrated under reduced pressure, and extracted with ethyl... Starting materials: Brc1cccc(Br)n1, C1CCOC1, CCOC(C)=O, NCCCO. Yields the product OCCCNc1cccc(Br)n1. RXN SMILES: [Br:1][c:2]1[n:3][c:4]([Br:8])[cH:5][cH:6][cH:7]1.[CH2:14]1[O:15][CH2:16][CH2:17][CH2:18]1.[CH3:19][CH2:20][O:21][C:22]([CH3:23])=[O:24].[NH2:9][CH2:10][CH2:11][CH2:12][OH:13]>>[c:2]1([NH:9][CH2:10][CH2:11][CH2:12][OH:13])[n:3][c:4]([Br:8])[cH:5][cH:6][cH:7]1. Starting materials: O=C(OOC(=O)c1ccccc1)c1ccccc1, ClC(Cl)(Cl)Cl, CCOC(=O)c1sc(-c2ccc(C(F)(F)F)cc2)nc1C, O=C1CCC(=O)N1Br, O. Yields the product CCOC(=O)c1sc(-c2ccc(C(F)(F)F)cc2)nc1CBr. As a reaction SMILES: [C:22]([O:23][O:24][C:25](=[O:26])[c:27]1[cH:28][cH:29][cH:30][cH:31][cH:32]1)(=[O:33])[c:34]1[cH:35][cH:36][cH:37][cH:38][cH:39]1.[C:49]([Cl:50])([Cl:51])([Cl:52])[Cl:53].[CH2:1]([CH3:2])[O:3][C:4](=[O:5])[c:6]1[c:7]([CH3:21])[n:8][c:9](-[c:11]2[cH:12][cH:13][c:14]([C:17]([F:18])([F:19])[F:20])[cH:15][cH:16]2)[s:10]1.[O:40]=[C:41]1[N:42]([Br:47])[C:43](=[O:44])[CH2:45][CH2:46]1.[OH2:48]>>[CH2:1]([CH3:2])[O:3][C:4](=[O:5])[c:6]1[c:7]([CH2:21][Br:47])[n:8][c:9](-[c:11]2[cH:12][cH:13][c:14]([C:17]([F:18])([F:19])[F:20])[cH:15][cH:16]2)[s:10]1.